This data is from the Open Reaction Database (ORD), a public repository of structured organic reaction records. The task is: describe an organic reaction: reactants, conditions, products, and yield Starting materials: CC(CNC(=O)C1=CC(=CC=C1)C1=NN(C2=CC=C(C=C12)C1=NN(C=N1)C(C1=CC=CC=C1)(C1=CC=CC=C1)C1=CC=CC=C1)C1OCCCC1)(C)C (N-(2,2-dimethylpropyl)(3-{1-perhydro-2H-pyran-2-yl-5-[1-(triphenyl methyl)(1,2,4-triazol-3-yl)](1H-indazol-3-yl)}phenyl)carboxamide), Cl (hydrochloric acid), C([O-])(O)=O.[Na+] (sodium bicarbonate). Run in O1CCOCC1 (dioxane). Conditions: temperature 60 celsius. Yields the product N1N=CN=C1C=1C=C2C(=NNC2=CC1)C=1C=C(C=CC1)C(=O)NCC(C)(C)C ([3-(5-(1H-1,2,4-Triazol-5-yl)(1H-indazol-3-yl))phenyl]-N-(2,2-dimethyl propyl)carboxamide). Isolated yield 21.2%. Reaction SMILES: [CH3:1][C:2]([CH3:53])([CH3:52])[CH2:3][NH:4][C:5]([C:7]1[CH:12]=[CH:11][CH:10]=[C:9]([C:13]2[C:21]3[C:16](=[CH:17][CH:18]=[C:19]([C:22]4[N:26]=[CH:25][N:24](C(C5C=CC=CC=5)(C5C=CC=CC=5)C5C=CC=CC=5)[N:23]=4)[CH:20]=3)[N:15](C3CCCCO3)[N:14]=2)[CH:8]=1)=[O:6].Cl.C(=O)(O)[O-].[Na+]>O1CCOCC1>[NH:23]1[C:22]([C:19]2[CH:20]=[C:21]3[C:16](=[CH:17][CH:18]=2)[NH:15][N:14]=[C:13]3[C:9]2[CH:8]=[C:7]([C:5]([NH:4][CH2:3][C:2]([CH3:53])([CH3:52])[CH3:1])=[O:6])[CH:12]=[CH:11][CH:10]=2)=[N:26][CH:25]=[N:24]1 |f:2.3|. Procedure: To a stirred solution of N-(2,2-dimethylpropyl)(3-{1-perhydro-2H-pyran-2-yl-5-[1-(triphenyl methyl)(1,2,4-triazol-3-yl)](1H-indazol-3-yl)}phenyl)carboxamide (0.337 g, 0.481 mmol) was added dioxane (4.0 mL) and aqueous 6 N hydrochloric acid (4.0 mL) and the mixture heated at 60° C. for 4 h. The mixture was cooled and poured into aqueous saturated sodium bicarbonate (50 mL). The aqueous layer was extracted with ethyl acetate. The combined organic extracts were washed with saturated sodium bicarbon...